Dataset: the Open Reaction Database (ORD), a public repository of structured organic reaction records. Task: describe an organic reaction: reactants, conditions, products, and yield Reactants: C(C=C)N1C=C(C(C2=CC(=C(C=C12)Cl)F)=O)C(=O)O (1-allyl-7-chloro-6-fluoro-4-oxo-1,4-dihydro-quinoline-3-carboxylic acid), C(C1=CC=CC=C1)N1CCNCC1 (4-benzylpiperzine). Run in CS(=O)C (DMSO). Conditions: temperature 110 celsius. Product: C(C=C)N1C=C(C(C2=CC(=C(C=C12)N1CCN(CC1)CC1=CC=CC=C1)F)=O)C(=O)O (1-Allyl-7-(4-benzylpiperazinyl)-6-fluoro-4-oxo-1,4-dihydro-quinoline-3-carboxylic acid). Yield: 35.6%. As a reaction SMILES: [CH2:1]([N:4]1[C:13]2[C:8](=[CH:9][C:10]([F:15])=[C:11](Cl)[CH:12]=2)[C:7](=[O:16])[C:6]([C:17]([OH:19])=[O:18])=[CH:5]1)[CH:2]=[CH2:3].[CH2:20]([N:27]1[CH2:32][CH2:31][NH:30][CH2:29][CH2:28]1)[C:21]1[CH:26]=[CH:25][CH:24]=[CH:23][CH:22]=1>CS(C)=O>[CH2:1]([N:4]1[C:13]2[C:8](=[CH:9][C:10]([F:15])=[C:11]([N:30]3[CH2:31][CH2:32][N:27]([CH2:20][C:21]4[CH:22]=[CH:23][CH:24]=[CH:25][CH:26]=4)[CH2:28][CH2:29]3)[CH:12]=2)[C:7](=[O:16])[C:6]([C:17]([OH:19])=[O:18])=[CH:5]1)[CH:2]=[CH2:3]. Procedure: 2.8 g (0.01 mol) of 1-allyl-7-chloro-6-fluoro-4-oxo-1,4-dihydro-quinoline-3-carboxylic acid, 7.2 g (0.04 mol) of 4-benzylpiperzine and 15 cm3 of DMSO were stirred and heated at 110° C. for 6 hours. The solvent was removed by distillation in vacuo. The residue was taken up in 40 cm3 of water. The suspension was adjusted to pH 7.3 by adding acetic acid. The precipitate was extracted with chloroform (4×20 cm3). The combined organic extracts were washed with water and then evaporated to dryness to g... Starting materials: OOS(=O)[O-].[K+] (OXONE), FC=1C(=NC(=NC1)NC1=CC(=CC=C1)CCN1CCOCC1)NC1=C(C(=O)NCCSC)C=CC=C1 (2-{[5-Fluoro-2-({3-[2-(4-morpholinyl)ethyl]phenyl}amino)-4-pyrimidinyl]amino}-N-[2-(methylthio)ethyl]benzamide), C1CCOC1 (THF). Run in CO (methanol), O (water). Reaction conditions: time 48 hour. Product: title compounds, FC=1C(=NC(=NC1)NC1=CC(=CC=C1)CCN1CCOCC1)NC1=C(C(=O)NCCS(=O)C)C=CC=C1 (2-{[5-fluoro-2-({3-[2-(4-morpholinyl)ethyl]phenyl}amino)-4-pyrimidinyl]amino}-N-[2-(methylsulfinyl)ethyl]benzamide), FC=1C(=NC(=NC1)NC1=CC(=CC=C1)CCN1CCOCC1)NC1=C(C(=O)NCCS(=O)(=O)C)C=CC=C1 (2-{[5-fluoro-2-({3-[2-(4-morpholinyl)ethyl]phenyl}amino)-4-pyrimidinyl]amino}-N-[2-(methylsulfonyl)ethyl]benzamide). RXN SMILES: [F:1][C:2]1[C:3]([NH:23][C:24]2[CH:36]=[CH:35][CH:34]=[CH:33][C:25]=2[C:26]([NH:28][CH2:29][CH2:30][S:31][CH3:32])=[O:27])=[N:4][C:5]([NH:8][C:9]2[CH:14]=[CH:13][CH:12]=[C:11]([CH2:15][CH2:16][N:17]3[CH2:22][CH2:21][O:20][CH2:19][CH2:18]3)[CH:10]=2)=[N:6][CH:7]=1.[OH:37][O:38][S:39]([O-:41])=O.[K+].[CH2:43]1COCC1>CO.O>[F:1][C:2]1[C:3]([NH:23][C:24]2[CH:36]=[CH:35][CH:34]=[CH:33][C:25]=2[C:26]([NH:28][CH2:29][CH2:30][S:31]([CH3:32])=[O:37])=[O:27])=[N:4][C:5]([NH:8][C:9]2[CH:14]=[CH:13][CH:12]=[C:11]([CH2:15][CH2:16][N:17]3[CH2:18][CH2:19][O:20][CH2:21][CH2:22]3)[CH:10]=2)=[N:6][CH:7]=1.[F:1][C:2]1[C:3]([NH:23][C:24]2[CH:36]=[CH:35][CH:34]=[CH:33][C:25]=2[C:26]([NH:28][CH2:29][CH2:30][S:39]([CH3:43])(=[O:41])=[O:38])=[O:27])=[N:4][C:5]([NH:8][C:9]2[CH:14]=[CH:13][CH:12]=[C:11]([CH2:15][CH2:16][N:17]3[CH2:18][CH2:19][O:20][CH2:21][CH2:22]3)[CH:10]=2)=[N:6][CH:7]=1 |f:1.2|. Procedure: 2-{[5-Fluoro-2-({3-[2-(4-morpholinyl)ethyl]phenyl}amino)-4-pyrimidinyl]amino}-N-[2-(methylthio)ethyl]benzamide (100 mg, 0.20 mmoles) was dissolved in 5 mL of THF and 5 mL of methanol, and treated with a solution of OXONE® reagent (a registered trademark of DuPont, 15 equivalents) in 5 mL water. The system was stirred for 48 h at room temperature, and then filtered and concentrated to dryness. The residue was immobilized onto silica gel and purified by silica gel chromatography, using a gradient ... Reactants: C(#N)[B-](C#N)(C#N)C#N.[K+] (potassium tetracyanoborate), [Br-].C[N+]1(CCCC1)CCCCCCCC (1-methyl-1-octylpyrrolidinium bromide). Product: C(#N)[B-](C#N)(C#N)C#N.C[N+]1(CCCC1)CCCCCCCC (1-methyl-1-octylpyrrolidinium tetracyanoborate). Reaction SMILES: [C:1]([B-:3]([C:8]#[N:9])([C:6]#[N:7])[C:4]#[N:5])#[N:2].[K+].[Br-].[CH3:12][N+:13]1([CH2:18][CH2:19][CH2:20][CH2:21][CH2:22][CH2:23][CH2:24][CH3:25])[CH2:17][CH2:16][CH2:15][CH2:14]1>>[C:1]([B-:3]([C:8]#[N:9])([C:6]#[N:7])[C:4]#[N:5])#[N:2].[CH3:12][N+:13]1([CH2:18][CH2:19][CH2:20][CH2:21][CH2:22][CH2:23][CH2:24][CH3:25])[CH2:14][CH2:15][CH2:16][CH2:17]1 |f:0.1,2.3,4.5|. Procedure details: Analogously to Example A, 61 g of potassium tetracyanoborate are added to 100 g of 1-methyl-1-octylpyrrolidinium bromide, and the mixture is subjected to corresponding work-up, giving a clear, yellowish, viscous liquid. The reactants are C(C)(C)(C)OC(=O)N1CCC(CC1)OC1=CC(=C(C(=O)OC)C=C1)OC (Methyl 4-(N-t-butoxycarbonyl-4-piperidinyloxy)-2-methoxybenzoate), [OH-].[Na+] (NaOH). Run in CO (MeOH). Run at temperature 70 celsius. The product is C(C)(C)(C)OC(=O)N1CCC(CC1)OC1=CC(=C(C(=O)O)C=C1)OC (4-(N-t-butoxycarbonyl-4-piperidinyloxy)-2-methoxybenzoic acid). As a reaction SMILES: [C:1]([O:5][C:6]([N:8]1[CH2:13][CH2:12][CH:11]([O:14][C:15]2[CH:24]=[CH:23][C:18]([C:19]([O:21]C)=[O:20])=[C:17]([O:25][CH3:26])[CH:16]=2)[CH2:10][CH2:9]1)=[O:7])([CH3:4])([CH3:3])[CH3:2].[OH-].[Na+]>CO>[C:1]([O:5][C:6]([N:8]1[CH2:9][CH2:10][CH:11]([O:14][C:15]2[CH:24]=[CH:23][C:18]([C:19]([OH:21])=[O:20])=[C:17]([O:25][CH3:26])[CH:16]=2)[CH2:12][CH2:13]1)=[O:7])([CH3:4])([CH3:3])[CH3:2] |f:1.2|. Procedure: Methyl 4-(N-t-butoxycarbonyl-4-piperidinyloxy)-2-methoxybenzoate (35 g, 96 mmol) from Step 5 above was dissolved in MeOH (250 mL) and to the solution was added 2 N NaOH (100 ML, 200 mmol). The stirred mixture was warmed to 70° C. for 3 h. The solution was cooled to ambient temperature, concentrated under reduced pressure, cooled to 0° C. and 0.5M aqueous citric acid solution (300 mL) was added. To the suspension was added EtOAc (500 mL) and water (300 mL). The EtOAc layer was separated and the a... The reactants are C[O-].[Na+] (NaOMe), OC=1C(=C(C2=C(CC[C@](O2)(CC(=O)O)C)C1C)C)C ((S)-(-)-3,4-Dihydro-6-hydroxy-2,5,7,8-tetramethyl-2H-1-benzopyran-2-acetic acid), Cl (HCl), ( XI ), 1/( R ), O (H2O), (R)-ester. Run in CO (MeOH), CO (MeOH). Run at time 1 hour. Product: OC=1C(=C(C2=C(CC[C@@](O2)(CC(=O)O)C)C1C)C)C ((R)-(+)-3,4-Dihydro-6-hydroxy-2,5,7,8-tetramethyl-2H-1-benzopyran-2-acetic acid). As a reaction SMILES: C[O-].[Na+].O.Cl.[OH:6][C:7]1[C:8]([CH3:24])=[C:9]([CH3:23])[C:10]2[O:15][C@:14]([CH3:20])([CH2:16][C:17]([OH:19])=[O:18])[CH2:13][CH2:12][C:11]=2[C:21]=1[CH3:22]>CO>[OH:6][C:7]1[C:8]([CH3:24])=[C:9]([CH3:23])[C:10]2[O:15][C@@:14]([CH3:20])([CH2:16][C:17]([OH:19])=[O:18])[CH2:13][CH2:12][C:11]=2[C:21]=1[CH3:22] |f:0.1|. Procedure details: This crude enriched (R)-ester (1.1 g) was dissolved in MeOH (8 mL) and treated with NaOMe (2.7 mL of a 25 wt % solution in MeOH, 12 mmol). This solution was heated at reflux for 24 h when H2O (2 mL) was added to the hot solution and reflux was maintained for an additional 30 min. The solution was cooled to room temperature, 1M HCl (15 mL) was added, and the mixture was stirred vigorously for 1 h. The solid was isolated by filtration, washed with H2O (2×5 mL), and air-dried overnight to give 0.70... Starting materials: OC1=C(CCO)C=CC=C1 (2-hydroxyphenethyl alcohol), BrCCC (bromopropane), C([O-])([O-])=O.[K+].[K+] (potassium carbonate). The solvent is CC(=O)C (acetone). Product: C(CC)OC=1C=C(CCO)C=CC1 (3-propoxyphenethyl alcohol). Isolated yield 86.9%. As a reaction SMILES: O[C:2]1[CH:10]=[CH:9][CH:8]=[CH:7][C:3]=1[CH2:4][CH2:5][OH:6].Br[CH2:12][CH2:13][CH3:14].C(=O)([O-])[O-:16].[K+].[K+]>CC(C)=O>[CH2:12]([O:16][C:10]1[CH:2]=[C:3]([CH:7]=[CH:8][CH:9]=1)[CH2:4][CH2:5][OH:6])[CH2:13][CH3:14] |f:2.3.4|. Procedure details: A mixture of 2-hydroxyphenethyl alcohol (1.50 g), bromopropane (1.3 ml, 14.9 mmol), potassium carbonate (2.25 g) and acetone (50 ml) was heated at reflux for 3 days. After concentration under reduced pressure, the residue was mixed with water and was extracted with ethyl acetate. The organic layer was washed with a 1 N aqueous solution of sodium hydroxide and an aqueous saturated solution of sodium chloride, and was dried with magnesium sulfate. The resulting organic layer was concentrated under...